This data is from the Open Reaction Database (ORD), a public repository of structured organic reaction records. The task is: describe an organic reaction: reactants, conditions, products, and yield Reactants: C(=O)C=1C=CC(=C(C(=O)OC)C1)OC (methyl 5-formyl-2-methoxybenzoate), S1C(NC(C1)=O)=O (thiazolidine-2,4-dione), C(C)(=O)[O-].[NH4+] (ammonium acetate), C(C)(=O)O (acetic acid). Solvent: C1=CC=CC=C1 (benzene). Yields the product O=C1SC(C(N1)=O)=CC=1C=CC(=C(C(=O)OC)C1)OC (Methyl 5-(2,4-dioxothiazolidin-5-ylidene)methyl-2-methoxybenzoate). Yield: 85.7%. Reaction SMILES: [CH:1]([C:3]1[CH:4]=[CH:5][C:6]([O:13][CH3:14])=[C:7]([CH:12]=1)[C:8]([O:10][CH3:11])=[O:9])=O.[S:15]1[CH2:19][C:18](=[O:20])[NH:17][C:16]1=[O:21].C([O-])(=O)C.[NH4+].C(O)(=O)C>C1C=CC=CC=1>[O:21]=[C:16]1[NH:17][C:18](=[O:20])[C:19](=[CH:1][C:3]2[CH:4]=[CH:5][C:6]([O:13][CH3:14])=[C:7]([CH:12]=2)[C:8]([O:10][CH3:11])=[O:9])[S:15]1 |f:2.3|. Procedure details: A mixture of methyl 5-formyl-2-methoxybenzoate (490 mg), thiazolidine-2,4-dione (358 mg), ammonium acetate (401 mg), acetic acid (0.8 ml) and benzene (10 ml) was submitted to Dean-Stalk dewatering apparatus to reflux for 4 hours under heat. After cooling, the crystals deposited were collected by filtration, washed with benzene and with 20% aqueous solution of acetone, and then dried to obtain 634 mg (86%) of aimed compound as crystals. Reactants: FC1=CC2=C(C(=NO2)C2CCNCC2)C=C1 (6-fluoro-3-(4-piperidinyl)-1,2-benzisoxazole), C(=O)([O-])[O-].[K+].[K+] (K2CO3), BrCCCOC1=C(C=C(C=C1)CC(CCC)=O)OC (1-[4-(3-bromopropoxy)-3-methoxyphenyl]pentanone). Solvent: C(C)#N (acetonitrile). Yields the product FC1=CC2=C(C(=NO2)C2C(CNCC2)CCCOC2=C(C=C(C=C2)CC(CCC)=O)OC)C=C1 (1-[4-[3-[4-(6-fluoro-1,2-benzisoxazol-3-yl)-3-piperidinyl]propoxy]-3-methoxyphenyl]pentanone). The yield is 68.7%. As a reaction SMILES: [F:1][C:2]1[CH:16]=[CH:15][C:5]2[C:6]([CH:9]3[CH2:14][CH2:13][NH:12][CH2:11][CH2:10]3)=[N:7][O:8][C:4]=2[CH:3]=1.C([O-])([O-])=O.[K+].[K+].Br[CH2:24][CH2:25][CH2:26][O:27][C:28]1[CH:33]=[CH:32][C:31]([CH2:34][C:35](=[O:39])[CH2:36][CH2:37][CH3:38])=[CH:30][C:29]=1[O:40][CH3:41]>C(#N)C>[F:1][C:2]1[CH:16]=[CH:15][C:5]2[C:6]([CH:9]3[CH2:10][CH2:11][NH:12][CH2:13][CH:14]3[CH2:24][CH2:25][CH2:26][O:27][C:28]3[CH:33]=[CH:32][C:31]([CH2:34][C:35](=[O:39])[CH2:36][CH2:37][CH3:38])=[CH:30][C:29]=3[O:40][CH3:41])=[N:7][O:8][C:4]=2[CH:3]=1 |f:1.2.3|. Procedure: A mixture of 6-fluoro-3-(4-piperidinyl)-1,2-benzisoxazole (2.2 g, 10 mmol), K2CO3 (3 g), 1-[4-(3-bromopropoxy)-3-methoxyphenyl]pentanone (3.7 g, 11.3 mmol) in acetonitrile (140 ml) was heated at reflux for 4 hours. At the end of the reaction, the mixture was cooled and filtered. The filtrate was concentrated to an oil. Purification was performed by flash chromatography over a silica gel column (SiO2, 55 g; eluted with 1% methanol in dichloromethane, 600 ml; 3% methanol: 97% dichloromethane, 400 ... Reactants: ICCCC (1-iodobutane), N1CC(CCC1)=O (3-piperidinone). The product is C(CCC)N1CC(CCC1)=O (1-Butyl-3-piperidinone). RXN SMILES: I[CH2:2][CH2:3][CH2:4][CH3:5].[NH:6]1[CH2:11][CH2:10][CH2:9][C:8](=[O:12])[CH2:7]1>>[CH2:2]([N:6]1[CH2:11][CH2:10][CH2:9][C:8](=[O:12])[CH2:7]1)[CH2:3][CH2:4][CH3:5]. Reported procedure: In a manner similar to Preparation 1, react 1-iodobutane with 3-piperidinone to obtain the title compound.